From a dataset of the Open Reaction Database (ORD), a public repository of structured organic reaction records. describe an organic reaction: reactants, conditions, products, and yield Starting materials: [OH-].[Na+] (sodium hydroxide), C(C)O (ethanol), BrC=1OC2=C(C1C1=CC=CC=C1)C=CC=C2CC#N (2-bromo-7-cyanomethyl-3-phenylbenzofuran). Product: BrC1(OC=2C(C=CC2)=CC1C1=CC=CC=C1)CC(=O)O (2-bromo-3-phenyl-7-benzofuranacetic acid). RXN SMILES: [OH-:1].[Na+].[Br:3][C:4]1[O:5][C:6]2[C:18](CC#N)=[CH:17][CH:16]=[CH:15][C:7]=2[C:8]=1[C:9]1[CH:14]=[CH:13][CH:12]=[CH:11][CH:10]=1.[CH2:22]([OH:24])[CH3:23]>>[Br:3][C:4]1([CH2:23][C:22]([OH:1])=[O:24])[CH:8]([C:9]2[CH:10]=[CH:11][CH:12]=[CH:13][CH:14]=2)[CH:7]=[C:15]2[CH:16]=[CH:17][CH:18]=[C:6]2[O:5]1 |f:0.1|. Reported procedure: To a mixture of 50% sodium hydroxide solution (35 ml.) and ethanol (100 ml.) is added 2-bromo-7-cyanomethyl-3-phenylbenzofuran (10 g., 0.032 mole). The mixture is heated to reflux temperature and maintained at reflux for about sixteen hours, then concentrated in vacuo. The residue is diluted with water, then extracted (washed) with diethyl ether. The aqueous layer is acidified with hydrochloric acid, yielding a precipitate which is collected by filtration and recrystallized twice from benzene-he...